From a dataset of the Open Reaction Database (ORD), a public repository of structured organic reaction records. describe an organic reaction: reactants, conditions, products, and yield The reactants are CC1=CC=C(C(=O)NC2=C(C=CC(=C2)F)F)C=C1 (4-methyl-2',5'-difluorobenzanilide), COC=1C=CC(=CC1)P2(=S)SP(=S)(S2)C=3C=CC(=CC3)OC (Lawesson's reagent). Run in C1(=CC=CC=C1)C (toluene). The product is CC1=CC=C(C(NC2=C(C=CC(=C2)F)F)=S)C=C1 (4-methyl-2',5'-difluorobenzothioanilide). The yield is 149.3%. RXN SMILES: [CH3:1][C:2]1[CH:18]=[CH:17][C:5]([C:6]([NH:8][C:9]2[CH:14]=[C:13]([F:15])[CH:12]=[CH:11][C:10]=2[F:16])=O)=[CH:4][CH:3]=1.COC1C=CC(P2(SP(C3C=CC(OC)=CC=3)(=S)S2)=[S:28])=CC=1>C1(C)C=CC=CC=1>[CH3:1][C:2]1[CH:18]=[CH:17][C:5]([C:6](=[S:28])[NH:8][C:9]2[CH:14]=[C:13]([F:15])[CH:12]=[CH:11][C:10]=2[F:16])=[CH:4][CH:3]=1. Procedure details: 36.7 g of 4-methyl-2',5'-difluorobenzanilide was dissolved in 170 ml of toluene, and 36 g of Lawesson's reagent was added. The mixture was refluxed for 1 hour. The reaction mixture was evaporated to dryness under reduced pressure. The residue was recrystallized from 100 ml of benzene to give 35.0 g of the captioned compound as yellow needle-like crystals. Reaction SMILES: Cl[C:2]1[C:3]([CH:8]2[CH2:13][CH2:12][C:11](=[O:14])[CH2:10][CH2:9]2)=N[CH:5]=[CH:6][N:7]=1.[NH:15]1[C:19]2[CH:20]=[CH:21][CH:22]=[CH:23][C:18]=2[N:17]=[C:16]1[C:24]([C:26]1[CH:31]=[CH:30][C:29]([OH:32])=[CH:28][CH:27]=1)=[O:25].[C:33](=O)([O-])[O-].[Cs+].[Cs+]>CN1C(=O)CCC1.O>[NH:15]1[C:19]2[CH:20]=[CH:21][CH:22]=[CH:23][C:18]=2[N:17]=[C:16]1[C:24]([C:26]1[CH:31]=[CH:30][C:29]([O:32][C:2]2[C:3]([CH:8]3[CH2:13][CH2:12][C:11](=[O:14])[CH2:10][CH2:9]3)=[CH:33][CH:5]=[CH:6][N:7]=2)=[CH:28][CH:27]=1)=[O:25] |f:2.3.4|. Procedure: 4-(3-Chloropyrazin-2-yl)cyclohexanone (0.10 g, 0.48 mmol), (1H-benzo[d]imidazol-2-yl)(4-hydroxyphenyl)methanone (0.34 g, 1.42 mmol), and cesium carbonate (0.46 mL, 1.42 mmol) were mixed in NMP (1.5 mL). The reaction mixture was placed under a nitrogen atmosphere and stirred at 140° C. for 16 h. The reaction mixture was cooled to room temperature, diluted with water, and extracted with EtOAc. The organic layer was washed with 1 M aqueous sodium hydroxide, washed with sat. sodium chloride, dried o... Solvent: CN1CCCC1=O (NMP), O (water). Starting materials: ClC=1C(=NC=CN1)C1CCC(CC1)=O (4-(3-Chloropyrazin-2-yl)cyclohexanone), N1C(=NC2=C1C=CC=C2)C(=O)C2=CC=C(C=C2)O ((1H-benzo[d]imidazol-2-yl)(4-hydroxyphenyl)methanone), C([O-])([O-])=O.[Cs+].[Cs+] (cesium carbonate). Reaction conditions: temperature 140 celsius, time 16 hour. Yields the product N1C(=NC2=C1C=CC=C2)C(=O)C2=CC=C(OC1=NC=CC=C1C1CCC(CC1)=O)C=C2 (4-(2-(4-(1H-benzo[d]imidazole-2-carbonyl)phenoxy)pyridin-3-yl)cyclohexanone). Starting materials: C1CCNC1, COc1ccc(C=O)cc1-c1cc2c(cc1C)C(C)(C)CCC2(C)C, CCO, O=C1CNC(=O)N1. The product is COc1ccc(C=C2NC(=O)NC2=O)cc1-c1cc2c(cc1C)C(C)(C)CCC2(C)C. As a reaction SMILES: [CH2:8]1[CH2:9][NH:10][CH2:11][CH2:12]1.[CH3:13][c:14]1[c:15](-[c:28]2[cH:29][c:30]([CH:31]=[O:32])[cH:33][cH:34][c:35]2[O:36][CH3:37])[cH:16][c:17]2[c:22]([cH:23]1)[C:21]([CH3:24])([CH3:25])[CH2:20][CH2:19][C:18]2([CH3:26])[CH3:27].[CH3:38][CH2:39][OH:40].[NH:1]1[C:2](=[O:7])[NH:3][C:4](=[O:6])[CH2:5]1>>[NH:1]1[C:2](=[O:7])[NH:3][C:4](=[O:6])[C:5]1=[CH:31][c:30]1[cH:29][c:28](-[c:15]2[c:14]([CH3:13])[cH:23][c:22]3[c:17]([cH:16]2)[C:18]([CH3:26])([CH3:27])[CH2:19][CH2:20][C:21]3([CH3:24])[CH3:25])[c:35]([O:36][CH3:37])[cH:34][cH:33]1.